Dataset: the Open Reaction Database (ORD), a public repository of structured organic reaction records. Task: describe an organic reaction: reactants, conditions, products, and yield Starting materials: C(C1=CC=CC=C1)NC(=O)C=1SC=CC1NC=1C2=C(N=CN1)NC=C2 (3-(7H-pyrrolo[2,3-d]pyrimidin-4-ylamino)-thiophene-2-carboxylic acid benzylamide), FC1=CC=C(CCN)C=C1 (4-fluorophenethylamine). The product is FC1=CC=C(C=C1)CCNC(=O)C=1SC=CC1NC=1C2=C(N=CN1)NC=C2 (3-(7H-Pyrrolo[2,3-d]pyrimidin-4-ylamino)-thiophene-2-carboxylic acid [2-(4-fluoro-phenyl)-ethyl]-amide). Yield: 14.0%. RXN SMILES: [CH2:1]([NH:8][C:9]([C:11]1[S:12][CH:13]=[CH:14][C:15]=1[NH:16][C:17]1[C:18]2[CH:25]=[CH:24][NH:23][C:19]=2[N:20]=[CH:21][N:22]=1)=[O:10])C1C=CC=CC=1.[F:26][C:27]1[CH:35]=[CH:34][C:30]([CH2:31]CN)=[CH:29][CH:28]=1>>[F:26][C:27]1[CH:35]=[CH:34][C:30]([CH2:31][CH2:1][NH:8][C:9]([C:11]2[S:12][CH:13]=[CH:14][C:15]=2[NH:16][C:17]2[C:18]3[CH:25]=[CH:24][NH:23][C:19]=3[N:20]=[CH:21][N:22]=2)=[O:10])=[CH:29][CH:28]=1. Reported procedure: The title compound was prepared in an analogous manner as 3-(7H-pyrrolo[2,3-d]pyrimidin-4-ylamino)-thiophene-2-carboxylic acid benzylamide using 4-fluorophenethylamine instead of benzylamine and obtained in 14% yield (HPLC: 92%, RT: 6.36 min). 1H NMR (DMSO-d6) 11.97 (br s, 1H), 11.37 (s, 1H), 8.47 (d, J=5.4 Hz, 1H), 8.38 (s, 1H), 8.31 (t, J=5.7 Hz, 1H), 7.75 (d, J=5.4 Hz, 1H), 7.37 (dd, J=3.4, 2.4 Hz, 1H), 7.32-7.26 (m, 2H), 7.16-7.08 (m, 2H), 6.45 (dd, J=3.6, 1.9 Hz, 1H), 3.49 (dd, J=14.3, 6.4 ... Yields the product FC1=C(C=CC=C1)C1=NSC2=C(N=C(C(=C21)O)C(=O)NCC(=O)O)C2=CC=CC=C2 ({[3-(2-Fluoro-phenyl)-4-hydroxy-7-phenyl-isothiazolo[5,4-c]pyridine-5-carbonyl]-amino}-acetic acid). As a reaction SMILES: C(O[C:4]([C:6]1[C:7]([OH:28])=[C:8]2[C:20]([C:21]3[CH:26]=[CH:25][CH:24]=[CH:23][C:22]=3[F:27])=[N:19][S:18][C:9]2=[C:10]([C:12]2[CH:17]=[CH:16][CH:15]=[CH:14][CH:13]=2)[N:11]=1)=[O:5])C.[NH2:29][CH2:30][C:31]([OH:33])=[O:32]>>[F:27][C:22]1[CH:23]=[CH:24][CH:25]=[CH:26][C:21]=1[C:20]1[C:8]2[C:9](=[C:10]([C:12]3[CH:13]=[CH:14][CH:15]=[CH:16][CH:17]=3)[N:11]=[C:6]([C:4]([NH:29][CH2:30][C:31]([OH:33])=[O:32])=[O:5])[C:7]=2[OH:28])[S:18][N:19]=1. Reported procedure: The title compound was synthesized in analogy to Example 1 from 3-(2-fluoro-phenyl)-4-hydroxy-7-phenyl-isothiazolo[5,4-c]pyridine-5-carboxylic acid ethyl ester and glycine: MS (m/z) 422.0 (M−1). Starting materials: C(C)OC(=O)C=1C(=C2C(=C(N1)C1=CC=CC=C1)SN=C2C2=C(C=CC=C2)F)O (3-(2-fluoro-phenyl)-4-hydroxy-7-phenyl-isothiazolo[5,4-c]pyridine-5-carboxylic acid ethyl ester), NCC(=O)O (glycine). Reaction SMILES: [C:1]([CH3:2])([CH3:3])([CH3:4])[Si:5]([O:6][CH:7]([CH:8]([CH2:9][c:10]1[cH:11][c:12]([F:16])[cH:13][cH:14][cH:15]1)[NH:17][C:18]([O:19][C:20]([CH3:21])([CH3:22])[CH3:23])=[O:24])[CH:25]=[O:26])([CH3:27])[CH3:28].[C:57]([O:58][BH-:59]([O:60][C:61](=[O:62])[CH3:63])[O:64][C:65](=[O:66])[CH3:67])(=[O:68])[CH3:69].[CH3:29][C:30]1([CH3:46])[NH:31][c:32]2[cH:33][cH:34][c:35]([CH2:41][C:42]([CH3:43])([CH3:44])[CH3:45])[cH:36][c:37]2[CH:38]([NH2:40])[CH2:39]1.[CH3:50][O:51][CH:52]([O:53][CH3:54])[O:55][CH3:56].[Cl:47][CH2:48][Cl:49].[Na+:70]>>[C:1]([CH3:2])([CH3:3])([CH3:4])[Si:5]([O:6][CH:7]([CH:8]([CH2:9][c:10]1[cH:11][c:12]([F:16])[cH:13][cH:14][cH:15]1)[NH:17][C:18]([O:19][C:20]([CH3:21])([CH3:22])[CH3:23])=[O:24])[CH2:25][NH:40][CH:38]1[c:37]2[c:32]([cH:33][cH:34][c:35]([CH2:41][C:42]([CH3:43])([CH3:44])[CH3:45])[cH:36]2)[NH:31][C:30]([CH3:29])([CH3:46])[CH2:39]1)([CH3:27])[CH3:28]. Starting materials: CC(C)(C)OC(=O)NC(Cc1cccc(F)c1)C(C=O)O[Si](C)(C)C(C)(C)C, CC(=O)O[BH-](OC(C)=O)OC(C)=O, CC(C)(C)Cc1ccc2c(c1)C(N)CC(C)(C)N2, COC(OC)OC, ClCCl, [Na+]. Yields the product CC(C)(C)Cc1ccc2c(c1)C(NCC(O[Si](C)(C)C(C)(C)C)C(Cc1cccc(F)c1)NC(=O)OC(C)(C)C)CC(C)(C)N2. The reactants are C(C)(=O)N1C(C(C2=CC(=C(C=C12)OC)OC)=C(C1=CC=CC=C1)OCC)=O (1-acetyl-3-(1-ethoxy-1-phenyl-methylidene)-5,6-dimethoxy-2-indolinone), C(CC)(=O)N(C1=CC=C(C=C1)N)CCN(C)C (N-propionyl-N-(2-dimethylamino-ethyl)-p-phenylenediamine). Product: C(CC)(=O)N(CCN(C)C)C1=CC=C(N\C(\C2=CC=CC=C2)=C\2/C(NC3=CC(=C(C=C23)OC)OC)=O)C=C1 (3-(Z)-(1-{4-[N-propionyl-N-(2-dimethylamino-ethyl)-amino]-anilino}-1-phenyl-methylidene)-5,6-dimethoxy-2-indolinone). As a reaction SMILES: C([N:4]1[C:12]2[C:7](=[CH:8][C:9]([O:15][CH3:16])=[C:10]([O:13][CH3:14])[CH:11]=2)[C:6](=[C:17](OCC)[C:18]2[CH:23]=[CH:22][CH:21]=[CH:20][CH:19]=2)[C:5]1=[O:27])(=O)C.[C:28]([N:32]([CH2:40][CH2:41][N:42]([CH3:44])[CH3:43])[C:33]1[CH:38]=[CH:37][C:36]([NH2:39])=[CH:35][CH:34]=1)(=[O:31])[CH2:29][CH3:30]>>[C:28]([N:32]([C:33]1[CH:38]=[CH:37][C:36]([NH:39]/[C:17](=[C:6]2\[C:5](=[O:27])[NH:4][C:12]3[C:7]\2=[CH:8][C:9]([O:15][CH3:16])=[C:10]([O:13][CH3:14])[CH:11]=3)/[C:18]2[CH:23]=[CH:22][CH:21]=[CH:20][CH:19]=2)=[CH:35][CH:34]=1)[CH2:40][CH2:41][N:42]([CH3:44])[CH3:43])(=[O:31])[CH2:29][CH3:30]. Reported procedure: Prepared from 1-acetyl-3-(1-ethoxy-1-phenyl-methylidene)-5,6-dimethoxy-2-indolinone and N-propionyl-N-(2-dimethylamino-ethyl)-p-phenylenediamine The reactants are N[C@H](C)C(=O)NCC1CC=2C(=C3C=CC(NC3=C(C2)C)=O)O1 (2-D-Alanylaminomethyl-5-methyl-2,3,6,7-tetrahydrofuro-[2,3-f]quinoline-7-one), [H][H] (hydrogen). The reagents and catalysts are [Pd] (palladium-on-carbon). Solvent: O (water). The product is N[C@H](C)C(=O)NCC1CC=2C(=C3CCC(NC3=C(C2)C)=O)O1 (2-D-Alanylaminomethyl-2,3,6,7,8,9-hexahydro-5methylfuro-[2,3-f]quinoline-7-one). The yield is 49.4%. Reaction SMILES: [NH2:1][C@@H:2]([C:4]([NH:6][CH2:7][CH:8]1[O:22][C:11]2=[C:12]3[C:17](=[C:18]([CH3:20])[CH:19]=[C:10]2[CH2:9]1)[NH:16][C:15](=[O:21])[CH:14]=[CH:13]3)=[O:5])[CH3:3].[H][H]>O.[Pd]>[NH2:1][C@@H:2]([C:4]([NH:6][CH2:7][CH:8]1[O:22][C:11]2=[C:12]3[C:17](=[C:18]([CH3:20])[CH:19]=[C:10]2[CH2:9]1)[NH:16][C:15](=[O:21])[CH2:14][CH2:13]3)=[O:5])[CH3:3]. Procedure: The compound obtained in Example 228 (680 mg, 2.0 mmol) was dissolved in water (30 ml). To the obtained solution, 10% palladium-on-carbon (600 mg) was added, followed by stirring at 80° C. for 10 hours in the atmosphere of hydrogen. The reaction mixture was filtered, and the filtrate was condensed under reduced pressure. The resultant residue was purified by silica gel column chromatography (chloroform: methanol =5:1). The obtained crystals were dissolved in methanol (5 ml), and 4N-HCl dioxane (... Starting materials: CCN(C(C)C)C(C)C, C1CCOC1, COc1cnc(N2CCOCC2)c2sc(N)nc12, O=C(Cl)c1ccc(CCl)cc1, ClCCCl. Product: COc1cnc(N2CCOCC2)c2sc(NC(=O)c3ccc(CCl)cc3)nc12. As a reaction SMILES: [CH2:19]([N:20]([CH:21]([CH3:22])[CH3:23])[CH:24]([CH3:25])[CH3:26])[CH3:27].[CH2:43]1[O:44][CH2:45][CH2:46][CH2:47]1.[CH3:1][O:2][c:3]1[c:4]2[c:5]([c:6]([N:9]3[CH2:10][CH2:11][O:12][CH2:13][CH2:14]3)[n:7][cH:8]1)[s:15][c:16]([NH2:18])[n:17]2.[Cl:28][CH2:29][c:30]1[cH:31][cH:32][c:33]([C:34](=[O:35])[Cl:36])[cH:37][cH:38]1.[Cl:39][CH2:40][CH2:41][Cl:42]>>[CH3:1][O:2][c:3]1[c:4]2[c:5]([c:6]([N:9]3[CH2:10][CH2:11][O:12][CH2:13][CH2:14]3)[n:7][cH:8]1)[s:15][c:16]([NH:18][C:34]([c:33]1[cH:32][cH:31][c:30]([CH2:29][Cl:28])[cH:38][cH:37]1)=[O:35])[n:17]2.